Dataset: the Open Reaction Database (ORD), a public repository of structured organic reaction records. Task: describe an organic reaction: reactants, conditions, products, and yield Reactants: CC(C)(C)OC(=O)N1CCC(CO)CC1, C1CCOC1, CS(=O)(=O)c1ccc(-c2ccc(O)cc2)c(F)c1, CC(C)OC(=O)N=NC(=O)OC(C)C, c1ccc(P(c2ccccc2)c2ccccc2)cc1. The product is CC(C)(C)OC(=O)N1CCC(COc2ccc(-c3ccc(S(C)(=O)=O)cc3F)cc2)CC1. Reaction SMILES: [C:19](=[O:20])([O:21][C:22]([CH3:23])([CH3:24])[CH3:25])[N:26]1[CH2:27][CH2:28][CH:29]([CH2:32][OH:33])[CH2:30][CH2:31]1.[CH2:67]1[O:68][CH2:69][CH2:70][CH2:71]1.[F:1][c:2]1[c:3](-[c:12]2[cH:13][cH:14][c:15]([OH:18])[cH:16][cH:17]2)[cH:4][cH:5][c:6]([S:8](=[O:9])(=[O:10])[CH3:11])[cH:7]1.[O:53]=[C:54]([O:55][CH:56]([CH3:57])[CH3:58])[N:59]=[N:60][C:61]([O:62][CH:63]([CH3:64])[CH3:65])=[O:66].[c:34]1([P:35]([c:36]2[cH:37][cH:38][cH:39][cH:40][cH:41]2)[c:42]2[cH:43][cH:44][cH:45][cH:46][cH:47]2)[cH:48][cH:49][cH:50][cH:51][cH:52]1>>[F:1][c:2]1[c:3](-[c:12]2[cH:13][cH:14][c:15]([O:18][CH2:32][CH:29]3[CH2:28][CH2:27][N:26]([C:19](=[O:20])[O:21][C:22]([CH3:23])([CH3:24])[CH3:25])[CH2:31][CH2:30]3)[cH:16][cH:17]2)[cH:4][cH:5][c:6]([S:8](=[O:9])(=[O:10])[CH3:11])[cH:7]1.